Dataset: the Open Reaction Database (ORD), a public repository of structured organic reaction records. Task: describe an organic reaction: reactants, conditions, products, and yield The reactants are Cc1c(Br)c2cnnc(OCc3ccccc3)c2n1Cc1ccccc1, [Li]CCCC, CN(C)C=O, CCCCCC, C1CCOC1. Product: Cc1c(C=O)c2cnnc(OCc3ccccc3)c2n1Cc1ccccc1. As a reaction SMILES: [CH2:1]([c:2]1[cH:3][cH:4][cH:5][cH:6][cH:7]1)[n:8]1[c:9]([CH3:26])[c:10]([Br:25])[c:11]2[c:12]1[c:13]([O:17][CH2:18][c:19]1[cH:20][cH:21][cH:22][cH:23][cH:24]1)[n:14][n:15][cH:16]2.[CH2:27]([Li:28])[CH2:29][CH2:30][CH3:31].[CH3:32][N:33]([CH:34]=[O:35])[CH3:36].[CH3:37][CH2:38][CH2:39][CH2:40][CH2:41][CH3:42].[O:43]1[CH2:44][CH2:45][CH2:46][CH2:47]1>>[CH2:1]([c:2]1[cH:3][cH:4][cH:5][cH:6][cH:7]1)[n:8]1[c:9]([CH3:26])[c:10]([CH:34]=[O:35])[c:11]2[c:12]1[c:13]([O:17][CH2:18][c:19]1[cH:20][cH:21][cH:22][cH:23][cH:24]1)[n:14][n:15][cH:16]2. Starting materials: [Si](C)(C)(C(C)(C)C)O[C@@]1([C@@H](C#N)C=CC(=C1CCC)NC(CC)C=1OC(=NN1)C1=CC=C(C=C1)C#N)Cl ((1R,2S)-2-(tert-butyldimethylsilyloxy)-1-(5-(4-cyanophenyl)-1,3,4-oxadiazol-2-yl)propylamino-2-chloro-3-propylbenzonitrile), CO (methanol), [F-].[NH4+] (Ammonium fluoride). Solvent: O (water), CCOC(=O)C (EtOAc), CC(C)(C)OC (TBME), O (water). Product: ClC1=C(C#N)C=CC(=C1CCC)N[C@H]([C@H](C)O)C=1OC(=NN1)C1=CC=C(C=C1)C#N (2-Chloro-4-((1R,2S)-1-(5-(4-cyanophenyl)-1,3,4-oxadiazol-2-yl)-2-hydroxypropylamino)-3-propylbenzonitrile). Reaction SMILES: [Si](O[C@@:9]1([Cl:37])[C:16]([CH2:17][CH2:18][CH3:19])=[C:15]([NH:20][CH:21]([C:24]2[O:25][C:26]([C:29]3[CH:34]=[CH:33][C:32]([C:35]#[N:36])=[CH:31][CH:30]=3)=[N:27][N:28]=2)[CH2:22][CH3:23])[CH:14]=[CH:13][C@@H:10]1[C:11]#[N:12])(C(C)(C)C)(C)C.C[OH:39].[F-].[NH4+]>O.CCOC(C)=O.CC(OC)(C)C>[Cl:37][C:9]1[C:16]([CH2:17][CH2:18][CH3:19])=[C:15]([NH:20][C@@H:21]([C:24]2[O:25][C:26]([C:29]3[CH:30]=[CH:31][C:32]([C:35]#[N:36])=[CH:33][CH:34]=3)=[N:27][N:28]=2)[C@@H:22]([OH:39])[CH3:23])[CH:14]=[CH:13][C:10]=1[C:11]#[N:12] |f:2.3|. Procedure details: A 100 mL round bottom was charged with 4-((1R,2S)-2-(tert-butyldimethylsilyloxy)-1-(5-(4-cyanophenyl)-1,3,4-oxadiazol-2-yl)propylamino-2-chloro-3-propylbenzonitrile (intermediate 1119-D) (0.344 g, 0.64 mmole) and methanol (10 mL) at room temperature. Ammonium fluoride (0.119 g, 3.20 mmol) was then added in one portion and the reaction mixture was brought to reflux. The reaction stirred at reflux for 65 h before being cooled to room temperature. To the resulting reaction mixture was added water (...